Task: describe an organic reaction: reactants, conditions, products, and yield. Dataset: the Open Reaction Database (ORD), a public repository of structured organic reaction records Starting materials: intermediate B, C1(CC1)N1CCN(CC1)C1(CCC1)C#N (1-(4-cyclopropyl-piperazin-1-yl)-cyclobutanecarbonitrile), C1(CC1)N1CCN(CC1)C1(CCC1)C#N (1-(4-cyclopropyl-piperazin-1-yl)-cyclobutanecarbonitrile), C1(=CC=CC=C1)[Li] (phenyllithium). Product: C1(CC1)N1CCN(CC1)C1(CCC1)C(C1=CC=CC=C1)N (C-[1-(4-Cyclopropyl-piperazin-1-yl)-cyclobutyl]-C-phenyl-methylamine). As a reaction SMILES: [CH:1]1([N:4]2[CH2:9][CH2:8][N:7]([C:10]3([C:14]#[N:15])[CH2:13][CH2:12][CH2:11]3)[CH2:6][CH2:5]2)[CH2:3][CH2:2]1.[C:16]1([Li])[CH:21]=[CH:20][CH:19]=[CH:18][CH:17]=1>>[CH:1]1([N:4]2[CH2:9][CH2:8][N:7]([C:10]3([CH:14]([NH2:15])[C:16]4[CH:21]=[CH:20][CH:19]=[CH:18][CH:17]=4)[CH2:11][CH2:12][CH2:13]3)[CH2:6][CH2:5]2)[CH2:2][CH2:3]1. Procedure details: The title compound, yellow liquid, MS: m/e=286.2 [(M+H)+], was prepared in accordance with the general method or intermediate B from 1-(4-cyclopropyl-piperazin-1-yl)-cyclobutanecarbonitrile (intermediate V) and phenyllithium. Reported procedure: 0.33 g (0.0015 mol) of 1-benzylpiperidine-4-carboxylic acid was dissolved in 5 ml of oxalyl chloride for 2 hrs. The excess oxalyl chloride was distilled off. The residue was taken up twice in toluene and concentrated each time. 0.355 g (99%) of 1-benzyl-piperidine-4-carboxylic acid chloride was obtained as a pale beige solid. This was dissolved in 20 ml of toluene, treated with 0.3 ml (0.00224 mol) of triethylamine and 0.184 g (0.00195 mol) of phenol and boiled at reflux for 18 hrs. After remova... The product is C(C1=CC=CC=C1)N1CCC(CC1)C(=O)Cl (1-benzyl-piperidine-4-carboxylic acid chloride). RXN SMILES: [CH2:1]([N:8]1[CH2:13][CH2:12][CH:11]([C:14]([OH:16])=O)[CH2:10][CH2:9]1)[C:2]1[CH:7]=[CH:6][CH:5]=[CH:4][CH:3]=1.C(Cl)(=O)C([Cl:20])=O>>[CH2:1]([N:8]1[CH2:13][CH2:12][CH:11]([C:14]([Cl:20])=[O:16])[CH2:10][CH2:9]1)[C:2]1[CH:7]=[CH:6][CH:5]=[CH:4][CH:3]=1. Reactants: C(C1=CC=CC=C1)N1CCC(CC1)C(=O)O (1-benzylpiperidine-4-carboxylic acid), C(C(=O)Cl)(=O)Cl (oxalyl chloride). The yield is 99.0%. Reactants: ClCC(CC(=O)OCC)=O (ethyl 4-chloroacetoacetate), C1(=CC=CC=C1)C(CCO)C1=CC=CC=C1 (3,3-diphenyl-1-propanol). Solvent: C1(=CC=CC=C1)C (toluene). Yields the product C1(=CC=CC=C1)C(CCOC(CC(=O)CCl)=O)C1=CC=CC=C1 ((3,3-diphenylpropane-1-yl)4-chloroacetoacetate). Reaction SMILES: [Cl:1][CH2:2][C:3](=[O:10])[CH2:4][C:5]([O:7][CH2:8][CH3:9])=[O:6].[C:11]1([CH:17]([C:21]2[CH:26]=[CH:25][CH:24]=[CH:23][CH:22]=2)CCO)[CH:16]=[CH:15][CH:14]=[CH:13][CH:12]=1>C1(C)C=CC=CC=1>[C:11]1([CH:17]([C:21]2[CH:22]=[CH:23][CH:24]=[CH:25][CH:26]=2)[CH2:9][CH2:8][O:7][C:5](=[O:6])[CH2:4][C:3]([CH2:2][Cl:1])=[O:10])[CH:16]=[CH:15][CH:14]=[CH:13][CH:12]=1. Reported procedure: 3.2 ml (23.7 mmol) of ethyl 4-chloroacetoacetate and 5.00 g (23.6 mmol) of 3,3-diphenyl-1-propanol were heated at 130° C. in 100 ml of toluene overnight. Toluene was distilled out under reduced pressure to obtain the title compound. Reactants: FC(C=1C=C(C=CC1)C=1C=C(C(=O)OC)C=CN1)(F)F (Methyl 2-(3-(trifluoromethyl)phenyl)isonicotinate). The reagents and catalysts are [Pt](=O)=O (platinum(IV) oxide). Run in C(C)(=O)O (acetic acid). Run at time 3 hour. The product is FC(C=1C=C(C=CC1)C1NCCC(C1)C(=O)OC)(F)F (methyl 2-(3-(trifluoromethyl)phenyl)piperidine-4-carboxylate). Yield: 52.7%. Reaction SMILES: [F:1][C:2]([F:20])([F:19])[C:3]1[CH:4]=[C:5]([C:9]2[CH:10]=[C:11]([CH:16]=[CH:17][N:18]=2)[C:12]([O:14][CH3:15])=[O:13])[CH:6]=[CH:7][CH:8]=1>C(O)(=O)C.[Pt](=O)=O>[F:19][C:2]([F:1])([F:20])[C:3]1[CH:4]=[C:5]([CH:9]2[CH2:10][CH:11]([C:12]([O:14][CH3:15])=[O:13])[CH2:16][CH2:17][NH:18]2)[CH:6]=[CH:7][CH:8]=1. Reported procedure: Methyl 2-(3-(trifluoromethyl)phenyl)isonicotinate (2.6 g, 9.25 mmol) was dissolved in acetic acid (40 mL) and platinum(IV) oxide (0.210 g, 0.92 mmol) added. The resulting mixture was hydrogenated in a Büchi hydrogenator at room temperature and 5 bar for 3 h. The catalyst was filtered off, washed with MeOH and the eluate evaporated. DCM and 1 M K2CO3 were added and the phases separated. The organic layer was washed with brine, passed through a phase separator and evaporated to yield methyl 2-(3-(... Reactants: CC(CC(C(=O)O)=O)C (4-methyl-2-oxo-pentanoic acid), Cl[Si](C)(C)C (chlorotrimethylsilane). Solvent: CO (methanol), COC(C)(C)OC (2,2-dimethoxypropane). Run at time 8 hour. Product: COC(C(CC(C)C)=O)=O (4-Methyl-2-oxo-pentanoic acid methyl ester). Reaction SMILES: [CH3:1][CH:2]([CH3:9])[CH2:3][C:4](=[O:8])[C:5]([OH:7])=[O:6].Cl[Si](C)(C)[CH3:12]>CO.COC(OC)(C)C>[CH3:12][O:6][C:5](=[O:7])[C:4](=[O:8])[CH2:3][CH:2]([CH3:9])[CH3:1]. Procedure: To a solution of 4-methyl-2-oxo-pentanoic acid (3.4 g, 26 mmol) in methanol (12 mL) and 2,2-dimethoxypropane (48 mL) is added chlorotrimethylsilane (0.38 mL). The reaction mixture is stirred at ambient temperature overnight. The reaction mixture is concentrated under reduced pressure to give the title compound as an oil, (3.8 g, quant.). 1H NMR (400 MHz, CDCl3): δ 3.86 (s, 3H), 2.72 (d, 2H), 2.16 (m, 1H), 0.96 (d, 6H). The reactants are ClC=1C=CC(=C(/C=C/C(=O)OC)C1)NS(=O)(=O)C1=CC=CC=C1 (methyl trans-5-chloro-2-(phenylsulfonylamino)cinnamate), ClCC(=O)C=1N(C=CN1)COCC[Si](C)(C)C (2-chloroacetyl-l-[2-(trimethylsilyl)ethoxymethyl]imidazole). Yields the product COC(CC1=C(NC2=CC=C(C=C12)Cl)C(=O)C=1NC=CN1)=O (Methyl[5-chloro-2-(imidazole-2-carbonyl)-1H-indol-3-yl]acetate). As a reaction SMILES: [Cl:1][C:2]1[CH:3]=[CH:4][C:5]([NH:14]S(C2C=CC=CC=2)(=O)=O)=[C:6]([CH:13]=1)/[CH:7]=[CH:8]/[C:9]([O:11][CH3:12])=[O:10].Cl[CH2:25][C:26]([C:28]1[N:29](COCC[Si](C)(C)C)[CH:30]=[CH:31][N:32]=1)=[O:27]>>[CH3:12][O:11][C:9](=[O:10])[CH2:8][C:7]1[C:6]2[C:5](=[CH:4][CH:3]=[C:2]([Cl:1])[CH:13]=2)[NH:14][C:25]=1[C:26]([C:28]1[NH:29][CH:30]=[CH:31][N:32]=1)=[O:27]. Reported procedure: The title compound was prepared according to the procedure described in Example 57 from methyl trans-5-chloro-2-(phenylsulfonylamino)cinnamate (Example 36, step 3) and 2-chloroacetyl-l-[2-(trimethylsilyl)ethoxymethyl]imidazole.*